Dataset: the Open Reaction Database (ORD), a public repository of structured organic reaction records. Task: describe an organic reaction: reactants, conditions, products, and yield Reaction SMILES: C([O:8][C:9]1[CH:17]=[CH:16][CH:15]=[C:14]2[C:10]=1[CH:11]=[C:12]([C:19]([OH:21])=O)[N:13]2[CH3:18])C1C=CC=CC=1.[CH2:22]([NH2:24])[CH3:23]>>[CH2:22]([NH:24][C:19]([C:12]1[N:13]([CH3:18])[C:14]2[C:10]([CH:11]=1)=[C:9]([OH:8])[CH:17]=[CH:16][CH:15]=2)=[O:21])[CH3:23]. Yields the product C(C)NC(=O)C=1N(C2=CC=CC(=C2C1)O)C (N-Ethyl 4-hydroxy-1-methyl-1H-indole-2-carboxamide). Procedure details: From 4-benzyloxy-1-methyl-1H-indole-2-carboxylic acid and ethylamine the title compound was prepared by a method analogous to that described in Example 11. MS ES (M++H)=219. Reactants: C(C1=CC=CC=C1)OC1=C2C=C(N(C2=CC=C1)C)C(=O)O (4-benzyloxy-1-methyl-1H-indole-2-carboxylic acid), C(C)N (ethylamine). Starting materials: FC=1C=C(C=CC1)O (3-fluorophenol), [H-].[Na+] (NaH), BrCC(CC(=O)NC1=CC(=C(C=C1)N1CCOCC1)F)=O (4-bromo-N-(3-fluoro-4-morpholinophenyl)-3-oxobutanamide), O (water). Solvent: C1CCOC1 (THF), C1CCOC1 (THF). Reaction conditions: time 3 hour. Yields the product FC=1C=C(C=CC1N1CCOCC1)NC(CC(COC1=CC(=CC=C1)F)=O)=O (N-(3-fluoro-4-morpholinophenyl)-4-(3-fluorophenoxy)-3-oxobutan amide). The yield is 2.2%. Reaction SMILES: [F:1][C:2]1[CH:3]=[C:4]([OH:8])[CH:5]=[CH:6][CH:7]=1.[H-].[Na+].Br[CH2:12][C:13](=[O:31])[CH2:14][C:15]([NH:17][C:18]1[CH:23]=[CH:22][C:21]([N:24]2[CH2:29][CH2:28][O:27][CH2:26][CH2:25]2)=[C:20]([F:30])[CH:19]=1)=[O:16].O>C1COCC1>[F:30][C:20]1[CH:19]=[C:18]([NH:17][C:15](=[O:16])[CH2:14][C:13](=[O:31])[CH2:12][O:8][C:4]2[CH:5]=[CH:6][CH:7]=[C:2]([F:1])[CH:3]=2)[CH:23]=[CH:22][C:21]=1[N:24]1[CH2:25][CH2:26][O:27][CH2:28][CH2:29]1 |f:1.2|. Procedure details: To a solution of 3-fluorophenol (2.33 g, 20.8 mmol) in anhydrous THF (20 mL) was added NaH (909 mg, 22.7 mmol, 60%) and the mixture was stirred at rt for 3 h. A solution of 4-bromo-N-(3-fluoro-4-morpholinophenyl)-3-oxobutanamide (6.8 g, 18.9 mmol) in THF (40 mL) was added. The resulting mixture was stirred at rt overnight. The reaction mixture was then poured into 100 mL of water and the mixture was extracted with EtOAc (30 mL×5). The combined organic phases were washed with brine (50 mL×2), dri... The reactants are BrC=1C=C(C=CC1O)CC(=O)O (3-bromo-4-hydroxyphenylacetic acid), S(=O)(Cl)Cl (thionyl chloride), CCO (EtOH). Run at time 1 hour. Yields the product C(C)OC(CC1=CC(=C(C=C1)O)Br)=O ((3-Bromo-4-hydroxy-phenyl)-acetic acid ethyl ester). Reaction SMILES: [Br:1][C:2]1[CH:3]=[C:4]([CH2:9][C:10]([OH:12])=[O:11])[CH:5]=[CH:6][C:7]=1[OH:8].S(Cl)(Cl)=O.[CH3:17][CH2:18]O>>[CH2:17]([O:11][C:10](=[O:12])[CH2:9][C:4]1[CH:5]=[CH:6][C:7]([OH:8])=[C:2]([Br:1])[CH:3]=1)[CH3:18]. Reported procedure: To a solution of 3-bromo-4-hydroxyphenylacetic acid (1.19 g, 5 mmol, 1 eq.) in EtOH (15 mL), thionyl chloride (0.73 mL, 10 mmol, 2 eq.) was added. The reaction mixture was stirred at r.t. during 1 h 30. The mixture was concentrated in vacuo. The residue was partitioned between DCM (50 mL) and sat. aq. NaHCO3 soln. (50 mL). The layers were separated and the aq. phase was extracted with DCM (2×50 mL). The comb. org. phases were dried over MgSO4, filtered, and concentrated in vacuo to give the titl...